Dataset: the Open Reaction Database (ORD), a public repository of structured organic reaction records. Task: describe an organic reaction: reactants, conditions, products, and yield Reactants: COC1=C(CN2C(NC3=C(C2=O)C=C(S3)CC)=O)C=CC(=C1)OC (3-(2,4-dimethoxybenzyl)-6-ethylthieno[2,3-d]pyrimidine-2,4(1H,3H)-dione), OCC1=CC=C(C=C1)C=1C(=CC=C(C1)C)C#N (4′-(hydroxymethyl)-5-methylbiphenyl-2-carbonitrile), N(=NC(=O)N1CCCCC1)C(=O)N1CCCCC1 (1,1′-(azodicarbonyl)dipiperidine), C(CCC)P(CCCC)CCCC (tributylphosphine). Solvent: O1CCCC1 (tetrahydrofuran), C(C)(=O)OCC (ethyl acetate). Run at time 8 hour. Yields the product C(C)C1=CC2=C(N(C(NC2=O)=O)CC2=CC=C(C=C2)C=2C(=CC=C(C2)C)C#N)S1 (4′-[(6-ethyl-2,4-dioxo-3,4-dihydrothieno[2,3-d]pyrimidin-1(2H)-yl)methyl]-5-methylbiphenyl-2-carbonitrile). Isolated yield 86.3%. As a reaction SMILES: COC1C=C(OC)C=CC=1C[N:6]1[C:11](=[O:12])[C:10]2[CH:13]=[C:14]([CH2:16][CH3:17])[S:15][C:9]=2[NH:8][C:7]1=[O:18].O[CH2:26][C:27]1[CH:32]=[CH:31][C:30]([C:33]2[C:34]([C:40]#[N:41])=[CH:35][CH:36]=[C:37]([CH3:39])[CH:38]=2)=[CH:29][CH:28]=1.N(C(N1CCCCC1)=O)=NC(N1CCCCC1)=O.C(P(CCCC)CCCC)CCC>C(OCC)(=O)C.O1CCCC1>[CH2:16]([C:14]1[S:15][C:9]2[N:8]([CH2:26][C:27]3[CH:32]=[CH:31][C:30]([C:33]4[C:34]([C:40]#[N:41])=[CH:35][CH:36]=[C:37]([CH3:39])[CH:38]=4)=[CH:29][CH:28]=3)[C:7](=[O:18])[NH:6][C:11](=[O:12])[C:10]=2[CH:13]=1)[CH3:17]. Procedure details: A mixture of 3-(2,4-dimethoxybenzyl)-6-ethylthieno[2,3-d]pyrimidine-2,4(1H,3H)-dione (2 g), 4′-(hydroxymethyl)-5-methylbiphenyl-2-carbonitrile (1.5 g), 1,1′-(azodicarbonyl)dipiperidine (2.2 g), tributylphosphine (2.2 mL) and tetrahydrofuran (4 mL) was stirred at room temperature overnight. The reaction mixture was diluted with ethyl acetate, washed successively with 5% aqueous potassium hydrogensulfate solution and saturated brine, and dried over anhydrous magnesium sulfate. The solvent was evap... Product: C(C1=CC=CC=C1)OC(=O)N[C@@H](CC1=CNC=N1)C(=O)N1[C@H](C(=O)NCCO)CCC1 (Nα -benzyloxycarbonyl-L-histidyl-N-(2-hydroxyethyl)-L-prolinamide). The reactants are C(C)(=O)OCC (ethyl acetate), C(C1=CC=CC=C1)OC(=O)N[C@@H](CC1=CNC=N1)C(=O)N=[N+]=[N-] (Nα -benzyloxycarbonyl-L-histidine azide), C(C1=CC=CC=C1)OC(=O)N[C@@H](CC1=CNC=N1)C(=O)NN (Nα -benzyloxycarbonyl-L-histidine hydrazide), OCCNC(=O)[C@H]1NCCC1 ((S)-N-(2-hydroxyethyl)-2-pyrrolidinecarboxamide). Run in CN(C)C=O (DMF). Reported procedure: To an ethyl acetate solution of Nα -benzyloxycarbonyl-L-histidinazide (4) prepared from Nα -benzyloxycarbonyl-L-histidine hydrazide (3) (6.07 g) by a known method was added 10 ml of a DMF solution of 2.31 g of (S)-N-(2-hydroxyethyl)-2-pyrrolidinecarboxamide (53) under ice-cooling and they were reacted overnight in a refrigerator. The reaction mixture was concentrated and the residue thus formed was subjected to silica gel column chromatography. By eluting the product with chloroform-methanol-aqu... RXN SMILES: C(OCC)(=O)C.[CH2:7]([O:14][C:15]([NH:17][C@H:18]([C:25]([N:27]=[N+]=[N-])=[O:26])[CH2:19][C:20]1[N:24]=[CH:23][NH:22][CH:21]=1)=[O:16])[C:8]1[CH:13]=[CH:12][CH:11]=[CH:10][CH:9]=1.C(OC(N[C@H](C(NN)=O)CC1N=CNC=1)=O)C1C=CC=CC=1.[OH:52][CH2:53][CH2:54][NH:55][C:56]([C@@H:58]1[CH2:62][CH2:61][CH2:60]N1)=[O:57]>CN(C=O)C>[CH2:7]([O:14][C:15]([NH:17][C@H:18]([C:25]([N:27]1[CH2:60][CH2:61][CH2:62][C@H:58]1[C:56]([NH:55][CH2:54][CH2:53][OH:52])=[O:57])=[O:26])[CH2:19][C:20]1[N:24]=[CH:23][NH:22][CH:21]=1)=[O:16])[C:8]1[CH:13]=[CH:12][CH:11]=[CH:10][CH:9]=1. Run at temperature 105 celsius, time 1.5 hour. Procedure details: A mixture of anisoin (10.0 g, 0.037 mole), 5-amino-1-pentanol (11.37 g, 0.11 mole) and phosphorus pentoxide (2.5 g, 0.018 mole) was heated for 4 hours in an oil bath at 105° C. with a nitrogen purge. Water was produced and evaporated as the reaction proceeded to completion. The reaction mixture was cooled and chloroform (100 ml) added. The chloroform layer was washed with dilute acid (100 ml×2). The aqueous washes were combined, made basic and washed with chloroform. The organic layer was concen... The product is O.C(\C=C\C(=O)O)(=O)O.OCCCCCNC(C(O)C1=CC=C(C=C1)OC)C1=CC=C(C=C1)OC.OCCCCCNC(C(O)C1=CC=C(C=C1)OC)C1=CC=C(C=C1)OC.C(\C=C\C(=O)O)(=O)O (β-[(5-Hydroxypentyl)amino]-4-methoxy-α-(4-methoxyphenyl)benzeneethanol fumarate hemihydrate). Solvent: C(C)O (ethanol). Reactants: C1(=CC=C(OC)C=C1)C(=O)C(O)C1=CC=C(OC)C=C1 (anisoin), NCCCCCO (5-amino-1-pentanol), O=P12OP3(=O)OP(=O)(O1)OP(=O)(O2)O3 (phosphorus pentoxide), C(\C=C\C(=O)O)(=O)O (Fumaric acid), [BH4-].[Na+] (sodium borohydride). The yield is 59.3%. Reaction SMILES: [C:1]1([C:9]([CH:11]([C:13]2[CH:20]=[CH:19][C:16]([O:17][CH3:18])=[CH:15][CH:14]=2)[OH:12])=O)[CH:8]=[CH:7][C:4]([O:5][CH3:6])=[CH:3][CH:2]=1.[NH2:21][CH2:22][CH2:23][CH2:24][CH2:25][CH2:26][OH:27].O=P12OP3(OP(OP(O3)(O1)=O)(=O)O2)=O.[BH4-].[Na+].[C:44]([OH:51])(=[O:50])/[CH:45]=[CH:46]/[C:47]([OH:49])=[O:48]>C(O)C>[OH2:5].[C:44]([OH:51])(=[O:50])/[CH:45]=[CH:46]/[C:47]([OH:49])=[O:48].[OH:27][CH2:26][CH2:25][CH2:24][CH2:23][CH2:22][NH:21][CH:9]([C:1]1[CH:8]=[CH:7][C:4]([O:5][CH3:6])=[CH:3][CH:2]=1)[CH:11]([C:13]1[CH:20]=[CH:19][C:16]([O:17][CH3:18])=[CH:15][CH:14]=1)[OH:12].[OH:27][CH2:26][CH2:25][CH2:24][CH2:23][CH2:22][NH:21][CH:9]([C:1]1[CH:8]=[CH:7][C:4]([O:5][CH3:6])=[CH:3][CH:2]=1)[CH:11]([C:13]1[CH:20]=[CH:19][C:16]([O:17][CH3:18])=[CH:15][CH:14]=1)[OH:12].[C:44]([OH:51])(=[O:50])/[CH:45]=[CH:46]/[C:47]([OH:49])=[O:48] |f:3.4,7.8.9.10.11|.